Dataset: the Open Reaction Database (ORD), a public repository of structured organic reaction records. Task: describe an organic reaction: reactants, conditions, products, and yield The reactants are CCOC(=O)CCN(C)C(=O)c1ccc(NC(c2oc3ccc(OC)cc3c2C#N)C2CCCCC2)cc1, CCO, [Na+], C1CCOC1, [OH-]. Product: COc1ccc2oc(C(Nc3ccc(C(=O)N(C)CCC(=O)O)cc3)C3CCCCC3)c(C#N)c2c1. As a reaction SMILES: [C:1](#[N:2])[c:3]1[c:4]([CH:14]([CH:15]2[CH2:16][CH2:17][CH2:18][CH2:19][CH2:20]2)[NH:21][c:22]2[cH:23][cH:24][c:25]([C:28](=[O:29])[N:30]([CH2:31][CH2:32][C:33](=[O:34])[O:35][CH2:36][CH3:37])[CH3:38])[cH:26][cH:27]2)[o:5][c:6]2[c:7]1[cH:8][c:9]([O:12][CH3:13])[cH:10][cH:11]2.[CH3:46][CH2:47][OH:48].[Na+:45].[O:39]1[CH2:40][CH2:41][CH2:42][CH2:43]1.[OH-:44]>>[C:1](#[N:2])[c:3]1[c:4]([CH:14]([CH:15]2[CH2:16][CH2:17][CH2:18][CH2:19][CH2:20]2)[NH:21][c:22]2[cH:23][cH:24][c:25]([C:28](=[O:29])[N:30]([CH2:31][CH2:32][C:33](=[O:34])[OH:35])[CH3:38])[cH:26][cH:27]2)[o:5][c:6]2[c:7]1[cH:8][c:9]([O:12][CH3:13])[cH:10][cH:11]2. Reactants: COC([C@@H](N)CNC(C1=CC=CC=C1)=O)=O (3-(benzoylamino)-L-alanine methyl ester), ClC1=C(C(=O)O)C=CC(=C1)C(=O)NCC1=C2C=CNC2=CC=C1 (2-chloro-4-[[(1H-indol-4-yl-methyl)amino]carbonyl]benzoic acid), C=1C=CC2=C(C1)N=NN2O (HOBT), CCN=C=NCCCN(C)C (EDCI). Solvent: CN(C)C=O (DMF), O (water). Run at time 16 hour. Product: COC([C@@H](NC(C1=C(C=C(C=C1)C(=O)NCC1=C2C=CNC2=CC=C1)Cl)=O)CNC(C1=CC=CC=C1)=O)=O (3-(benzoylamino)-N-[2-chloro-4-[[(1H-indol-4-ylmethyl)amino]carbonyl]benzoyl]-L-alanine methyl ester). Yield: 47.2%. As a reaction SMILES: [CH3:1][O:2][C:3](=[O:16])[C@H:4]([CH2:6][NH:7][C:8](=[O:15])[C:9]1[CH:14]=[CH:13][CH:12]=[CH:11][CH:10]=1)[NH2:5].[Cl:17][C:18]1[CH:26]=[C:25]([C:27]([NH:29][CH2:30][C:31]2[CH:39]=[CH:38][CH:37]=[C:36]3[C:32]=2[CH:33]=[CH:34][NH:35]3)=[O:28])[CH:24]=[CH:23][C:19]=1[C:20](O)=[O:21].C1C=CC2N(O)N=NC=2C=1.CCN=C=NCCCN(C)C>CN(C=O)C.O>[CH3:1][O:2][C:3](=[O:16])[C@H:4]([CH2:6][NH:7][C:8](=[O:15])[C:9]1[CH:14]=[CH:13][CH:12]=[CH:11][CH:10]=1)[NH:5][C:20](=[O:21])[C:19]1[CH:23]=[CH:24][C:25]([C:27]([NH:29][CH2:30][C:31]2[CH:39]=[CH:38][CH:37]=[C:36]3[C:32]=2[CH:33]=[CH:34][NH:35]3)=[O:28])=[CH:26][C:18]=1[Cl:17]. Procedure details: 3-(Benzoylamino)-L-alanine methyl ester (Example 299; 77 mg, 0.35 mmol) was mixed with 2-chloro-4-[[(1H-indol-4-yl-methyl)amino]carbonyl]benzoic acid (Example 36; 115 mg, 0.35 mmol), HOBT (57 mg, 0.42 mmol) and EDCI (80.5 mg, 0.42 mmol) in DMF (4 mL). The reaction mixture was stirred at room temperature for 16 h and then diluted with water (about 20 ml). The solution was extracted with ethyl acetate (3×10 ml) and the ethyl acetate layer was washed with dilute aqueous NaCl solution and then brine... Reactants: C(C1=CC=CC=C1)N1S(=O)(=O)C2CC(CC(C2C1=O)C(C)C)=O (2-Benzyl-4-isopropyl-6-oxo-tetrahydrosaccharin), [H-].[Na+] (sodium hydride), [BH4-].[Na+] (sodium borohydride), CI (methyl iodide). Product: C(C1=CC=CC=C1)N1S(=O)(=O)C2=CC(CC(C2C1=O)C(C)C)OC (2-benzyl-4-isopropyl-6-methoxy-tetrahydrosaccharin). Reaction SMILES: [CH2:1]([N:8]1[C:18](=[O:19])[CH:17]2[CH:12]([CH2:13][C:14](=[O:23])[CH2:15][CH:16]2[CH:20]([CH3:22])[CH3:21])[S:9]1(=[O:11])=[O:10])[C:2]1[CH:7]=[CH:6][CH:5]=[CH:4][CH:3]=1.[BH4-].[Na+].[CH3:26]I.[H-].[Na+]>>[CH2:1]([N:8]1[C:18](=[O:19])[CH:17]2[C:12](=[CH:13][CH:14]([O:23][CH3:26])[CH2:15][CH:16]2[CH:20]([CH3:21])[CH3:22])[S:9]1(=[O:11])=[O:10])[C:2]1[CH:3]=[CH:4][CH:5]=[CH:6][CH:7]=1 |f:1.2,4.5|. Procedure: 2-Benzyl-4-isopropyl-6-oxo-tetrahydrosaccharin of preparation 21 is reduced with sodium borohydride and methylated with methyl iodide in the presence of sodium hydride to provide 2-benzyl-4-isopropyl-6-methoxy-tetrahydrosaccharin. This is debenzylated and chloromethylated as in preparation 21 to provide 2-chloromethyl-4-isopropyl-6-methoxy-4,5,6,7-tetrahydrosaccharin. The reactants are N (ammonia), C(C)(=O)SC1C(CCC1)C(=O)N1[C@H](C(=O)O)CCC1 (1-[(2-acetylthiocyclopentyl)carbonyl]-L-proline). The solvent is CO (methanol), CO (methanol). Run at temperature 0 celsius. Yields the product SC1C(CCC1)C(=O)N1[C@H](C(=O)O)CCC1 (1-[(2-mercaptocyclopentyl)carbonyl]-L-proline). As a reaction SMILES: N.C([S:5][CH:6]1[CH2:10][CH2:9][CH2:8][CH:7]1[C:11]([N:13]1[CH2:20][CH2:19][CH2:18][C@H:14]1[C:15]([OH:17])=[O:16])=[O:12])(=O)C>CO>[SH:5][CH:6]1[CH2:10][CH2:9][CH2:8][CH:7]1[C:11]([N:13]1[CH2:20][CH2:19][CH2:18][C@H:14]1[C:15]([OH:17])=[O:16])=[O:12]. Reported procedure: A mixture of 100 ml of anhydrous methanol and 100 ml of ammonia saturated anhydrous methanol, is added dropwise to a solution of 24.5 g (0.086 mole) of 1-[(2-acetylthiocyclopentyl)carbonyl]-L-proline in 50 ml of methanol cooled to 0° C. and maintained with stirring under nitrogen atmosphere. Once the addition is terminated the reaction mixture is stirred at room temperature under nitrogen for further four hours, then the solvent is evaporated and the residue is purified by column chromatography ... Starting materials: C(=O)(OC(C)(C)C)N1[C@H](C(=O)O)CCC1 (BOC-L-proline), Cl.COC([C@H]1NCCC1)=O (proline methyl ester HCl salt), crude product. Yields the product COC([C@H]1N(CCC1)C([C@H]1N(CCC1)C(=O)OC(C)(C)C)=O)=O (BOC-L-prolyl-L-proline methyl ester). As a reaction SMILES: [C:1]([N:8]1[CH2:15][CH2:14][CH2:13][C@H:9]1[C:10]([OH:12])=O)([O:3][C:4]([CH3:7])([CH3:6])[CH3:5])=[O:2].Cl.[CH3:17][O:18][C:19](=[O:25])[C@@H:20]1[CH2:24][CH2:23][CH2:22][NH:21]1>>[CH3:17][O:18][C:19](=[O:25])[C@@H:20]1[CH2:24][CH2:23][CH2:22][N:21]1[C:10](=[O:12])[C@@H:9]1[CH2:13][CH2:14][CH2:15][N:8]1[C:1]([O:3][C:4]([CH3:5])([CH3:6])[CH3:7])=[O:2] |f:1.2|. Reported procedure: 2.15 g (10 mmol) BOC-L-proline and 1.66 g (10 mmol) proline methyl ester HCl salt were coupled according to procedure A. Yield of crude product 2.83 g. The product was purified with a silica column using 5% methanol in ethyl acetate as eluent. Yield 2.40 g (7.4 mmol, 74%)